This data is from the Open Reaction Database (ORD), a public repository of structured organic reaction records. The task is: describe an organic reaction: reactants, conditions, products, and yield Starting materials: C(C)(C)NC(C)C (diisopropylamine), 3, C(C1=CC=CC=C1)OC1=CC=C2CCC(OC2=C1CCC)C(=O)OC (Methyl 7-benzyloxy-8-n-propylchroman-2-carboxylate), C(C)(=O)C=1NC=CN1 (acetylimidazole), C(CCC)[Li] (n-butyl lithium), S(=O)(=O)(O)[O-].[K+] (potassium hydrogen sulfate). The solvent is O1CCCC1 (tetrahydrofuran), O1CCCC1 (tetrahydrofuran), O1CCCC1 (tetrahydrofuran). Reaction conditions: temperature -20 celsius, time 15 minute. Product: C(C)(=O)C1(OC2=C(C(=CC=C2CC1)OCC1=CC=CC=C1)CCC)C(=O)OC (Methyl 2-acetyl-7-benzyloxy-8-n-propylchroman-2-carboxylate). Yield: 63.3%. RXN SMILES: C(NC(C)C)(C)C.C([Li])CCC.[CH2:13]([O:20][C:21]1[C:30]([CH2:31][CH2:32][CH3:33])=[C:29]2[C:24]([CH2:25][CH2:26][CH:27]([C:34]([O:36][CH3:37])=[O:35])[O:28]2)=[CH:23][CH:22]=1)[C:14]1[CH:19]=[CH:18][CH:17]=[CH:16][CH:15]=1.[C:38](C1NC=CN=1)(=[O:40])[CH3:39].S([O-])(O)(=O)=O.[K+]>O1CCCC1>[C:38]([C:27]1([C:34]([O:36][CH3:37])=[O:35])[CH2:26][CH2:25][C:24]2[C:29](=[C:30]([CH2:31][CH2:32][CH3:33])[C:21]([O:20][CH2:13][C:14]3[CH:19]=[CH:18][CH:17]=[CH:16][CH:15]=3)=[CH:22][CH:23]=2)[O:28]1)(=[O:40])[CH3:39] |f:4.5|. Reported procedure: A 100 ml 3 neck roundbottom flask was fitted with a magnetic stirring bar, dropping funnel, serum cap, and gas inlet tube, flushed with argon and flame dried. 1.11 g or 1.54 ml (11 mmole) of diisopropylamine and 30 ml dry tetrahydrofuran were added. After cooling to -20° C., 6.43 ml of 1.71M n-butyl lithium (11 mmole) was added dropwise via syringe. The solution was stirred 15 minutes at -10° C. and then cooled to -70° C. 3.40 g (10 mmole) of the product of Example 22 in 20 ml tetrahydrofuran at... The reactants are C1(CC1)N1C=C(C(C2=CC(=C(C(=C12)C#C)F)F)=O)C(=O)OCC (ethyl 1-cyclopropyl-8-ethinyl-6,7-difluoro-1,4-dihydro-4-oxo-3-quinolinecarboxylate), O (water), S(O)(O)(=O)=O (sulphuric acid). Run in C(C)(=O)O (acetic acid). Yields the product C1(CC1)N1C=C(C(C2=CC(=C(C(=C12)C#C)F)F)=O)C(=O)O (1-cyclopropyl-8-ethinyl-6,7-difluoro-1,4-dihydro-4-oxo-3-quinolinecarboxylic acid). Yield: 60.7%. As a reaction SMILES: [CH:1]1([N:4]2[C:13]3[C:8](=[CH:9][C:10]([F:17])=[C:11]([F:16])[C:12]=3[C:14]#[CH:15])[C:7](=[O:18])[C:6]([C:19]([O:21]CC)=[O:20])=[CH:5]2)[CH2:3][CH2:2]1.O.S(=O)(=O)(O)O>C(O)(=O)C>[CH:1]1([N:4]2[C:13]3[C:8](=[CH:9][C:10]([F:17])=[C:11]([F:16])[C:12]=3[C:14]#[CH:15])[C:7](=[O:18])[C:6]([C:19]([OH:21])=[O:20])=[CH:5]2)[CH2:3][CH2:2]1. Procedure details: 10.3 g of ethyl 1-cyclopropyl-8-ethinyl-6,7-difluoro-1,4-dihydro-4-oxo-3-quinolinecarboxylate are refluxed for 4 hours in a mixture of 100 ml of glacial acetic acid, 8 ml of water and 3 ml of concentrated sulphuric acid. After cooling to room temperature, the solid is filtered off with suction, washed with water and dried. In this way, 5.7 g of 1-cyclopropyl-8-ethinyl-6,7-difluoro-1,4-dihydro-4-oxo-3-quinolinecarboxylic acid (62% of theory) are obtained. The reactants are O (H2O), FC(C=1C=C(CNC(=O)C2=NC(=NC=C2Br)SC)C=C(C1)C(F)(F)F)(F)F (5-bromo-2-methylsulfanyl-pyrimidine-4-carboxylic acid 3,5-bis-trifluoromethyl-benzylamide), CN(C=O)C (N,N-dimethylformamide), CI (methyl iodide). Solvent: [Cl-].[Na+].O (brine), C(Cl)Cl (CH2Cl2). Reaction conditions: time 1 hour. Yields the product FC(C=1C=C(CN(C(=O)C2=NC(=NC=C2Br)SC)C)C=C(C1)C(F)(F)F)(F)F (5-bromo-2-methylsulfanyl-pyrimidine-4-carboxylic acid (3,5-bis-trifluoromethyl-benzyl)-methyl-amide). The yield is 77.2%. Reaction SMILES: [F:1][C:2]([F:27])([F:26])[C:3]1[CH:4]=[C:5]([CH:19]=[C:20]([C:22]([F:25])([F:24])[F:23])[CH:21]=1)[CH2:6][NH:7][C:8]([C:10]1[C:15]([Br:16])=[CH:14][N:13]=[C:12]([S:17][CH3:18])[N:11]=1)=[O:9].[CH3:28]N(C)C=O.CI.O>[Cl-].[Na+].O.C(Cl)Cl>[F:25][C:22]([F:24])([F:23])[C:20]1[CH:19]=[C:5]([CH:4]=[C:3]([C:2]([F:1])([F:26])[F:27])[CH:21]=1)[CH2:6][N:7]([CH3:28])[C:8]([C:10]1[C:15]([Br:16])=[CH:14][N:13]=[C:12]([S:17][CH3:18])[N:11]=1)=[O:9] |f:4.5.6|. Procedure: To a solution of 4.40 g (9.28 mmol) 5-bromo-2-methylsulfanyl-pyrimidine-4-carboxylic acid 3,5-bis-trifluoromethyl-benzylamide in 50 ml N,N-dimethylformamide 0.48 g (12.06 mmol) sodiumhydride (60% dispersion in mineral oil) was added and the reaction mixture stirred for 1 hr. After the addition of 0.92 ml (14.85 mmol) methyl iodide at 0°, the reaction mixture was stirred for 3 hrs. at RT. The reaction mixture was distributed between 100 ml H2O, 100 ml brine and 100 ml CH2Cl2. The phases were sepa... The reactants are NC1=NC(=NC(=N1)OC)C (2-amino-4-methoxy-6-methyl-1,3,5-triazine), S1C(=CC=C1)S(=O)(=O)N=C=O (thiophene-2-sulfonyl isocyanate). Solvent: C(C)#N (acetonitrile). Run at time 6 hour. Product: COC1=NC(=NC(=N1)C)NC(=O)NS(=O)(=O)C=1SC=CC1 (N-[(4-methoxy-6-methyl-1,3,5-triazin-2-yl)-aminocarbonyl]-2-thiophensulfonamide). Reaction SMILES: [NH2:1][C:2]1[N:7]=[C:6]([O:8][CH3:9])[N:5]=[C:4]([CH3:10])[N:3]=1.[S:11]1[CH:15]=[CH:14][CH:13]=[C:12]1[S:16]([N:19]=[C:20]=[O:21])(=[O:18])=[O:17]>C(#N)C>[CH3:9][O:8][C:6]1[N:5]=[C:4]([CH3:10])[N:3]=[C:2]([NH:1][C:20]([NH:19][S:16]([C:12]2[S:11][CH:15]=[CH:14][CH:13]=2)(=[O:17])=[O:18])=[O:21])[N:7]=1. Procedure: To a suspension of 14.0 g of 2-amino-4-methoxy-6-methyl-1,3,5-triazine in 300 ml. of acetonitrile was added, dropwise, 19 g of thiophene-2-sulfonyl isocyanate. After stirring for six hours, the mixture was filtered to yield the desired solid product melting at 182°-184° C. The reactants are O (Water), C([O-])([O-])=O.[Cs+].[Cs+] (Cesium carbonate), FC(S(=O)(=O)OCC(F)(F)F)(F)F (2,2,2-triflouroethyl trifluoromethanesulfonate), BrC=1C(=NNC1C=O)C=1SC=CC1 (4-bromo-3-(thiophen-2-yl)-1H-pyrazole-5-carbaldehyde). Isolated yield 32.3%. Yields the product BrC=1C(=NN(C1C=O)CC(F)(F)F)C=1SC=CC1 (4-bromo-3-(thiophen-2-yl)-1-(2,2,2-trifluoroethyl)-1H-pyrazole-5-carbaldehyde). The solvent is CN(C=O)C (N,N-dimethylformamide). Run at temperature 100 celsius, time 50 minute. RXN SMILES: C(=O)([O-])[O-].[Cs+].[Cs+].FC(F)(F)S(O[CH2:13][C:14]([F:17])([F:16])[F:15])(=O)=O.[Br:20][C:21]1[C:22]([C:28]2[S:29][CH:30]=[CH:31][CH:32]=2)=[N:23][NH:24][C:25]=1[CH:26]=[O:27].O>CN(C)C=O>[Br:20][C:21]1[C:22]([C:28]2[S:29][CH:30]=[CH:31][CH:32]=2)=[N:23][N:24]([CH2:13][C:14]([F:15])([F:16])[F:17])[C:25]=1[CH:26]=[O:27] |f:0.1.2|. Procedure details: Cesium carbonate (1.56 g, 4.78 mmol) and 2,2,2-triflouroethyl trifluoromethanesulfonate (0.92 mL, 6.38 mmol) were added to a solution of 4-bromo-3-(thiophen-2-yl)-1H-pyrazole-5-carbaldehyde (34c) (0.82 g, 3.19 mmol) in N,N-dimethylformamide (15 mL). The reaction mixture was stirred at 100° C. for 50 minutes. Water (20 mL) was added, and the mixture was extracted with ethyl acetate (2×40 mL). The organic layer was washed with brine (50 mL), dried over sodium sulfate and concentrated in vacuo. The... Starting materials: C1CCOC1, COC(=O)COc1ccc(-c2ccc3c(c2)c2c(n3Cc3ccccc3)CCCC2)cc1, CO, [K+], [OH-]. The product is O=C(O)COc1ccc(-c2ccc3c(c2)c2c(n3Cc3ccccc3)CCCC2)cc1. As a reaction SMILES: [CH2:35]1[O:36][CH2:37][CH2:38][CH2:39]1.[CH3:1][O:2][C:3]([CH2:4][O:5][c:6]1[cH:7][cH:8][c:9](-[c:12]2[cH:13][cH:14][c:15]3[n:16]([CH2:25][c:26]4[cH:27][cH:28][cH:29][cH:30][cH:31]4)[c:17]4[c:22]([c:23]3[cH:24]2)[CH2:21][CH2:20][CH2:19][CH2:18]4)[cH:10][cH:11]1)=[O:32].[CH3:40][OH:41].[K+:34].[OH-:33]>>[O:2]=[C:3]([CH2:4][O:5][c:6]1[cH:7][cH:8][c:9](-[c:12]2[cH:13][cH:14][c:15]3[n:16]([CH2:25][c:26]4[cH:27][cH:28][cH:29][cH:30][cH:31]4)[c:17]4[c:22]([c:23]3[cH:24]2)[CH2:21][CH2:20][CH2:19][CH2:18]4)[cH:10][cH:11]1)[OH:32]. Reactants: CCO, CC[O-], Clc1ccnc(Cl)n1, [Na+]. Yields the product CCOc1ccnc(Cl)n1. Reaction SMILES: [CH3:13][CH2:14][OH:15].[CH3:9][CH2:10][O-:11].[Cl:1][c:2]1[n:3][cH:4][cH:5][c:6]([Cl:8])[n:7]1.[Na+:12]>>[Cl:1][c:2]1[n:3][cH:4][cH:5][c:6]([O:11][CH2:10][CH3:9])[n:7]1. Reactants: CNCCO[Si](c1ccccc1)(c1ccccc1)C(C)(C)C, CCN=C=NCCCN(C)C, ClCCl, Cl, CC(Nc1cc(F)cc(F)c1)c1cc(C(=O)O)cc2c(=O)cc(N3CCOCC3)oc12, [O-][n+]1ccccc1O. Product: CC(Nc1cc(F)cc(F)c1)c1cc(C(=O)N(C)CCO[Si](c2ccccc2)(c2ccccc2)C(C)(C)C)cc2c(=O)cc(N3CCOCC3)oc12. As a reaction SMILES: [C:44]([CH3:45])([CH3:46])([CH3:47])[Si:48]([O:49][CH2:50][CH2:51][NH:52][CH3:53])([c:54]1[cH:55][cH:56][cH:57][cH:58][cH:59]1)[c:60]1[cH:61][cH:62][cH:63][cH:64][cH:65]1.[CH3:2][N:3]([CH3:4])[CH2:5][CH2:6][CH2:7][N:8]=[C:9]=[N:10][CH2:11][CH3:12].[Cl:74][CH2:75][Cl:76].[ClH:1].[F:13][c:14]1[cH:15][c:16]([NH:21][CH:22]([CH3:23])[c:24]2[cH:25][c:26]([C:41](=[O:42])[OH:43])[cH:27][c:28]3[c:29](=[O:40])[cH:30][c:31]([N:34]4[CH2:35][CH2:36][O:37][CH2:38][CH2:39]4)[o:32][c:33]23)[cH:17][c:18]([F:20])[cH:19]1.[OH:66][c:67]1[cH:68][cH:69][cH:70][cH:71][n+:72]1[O-:73]>>[F:13][c:14]1[cH:15][c:16]([NH:21][CH:22]([CH3:23])[c:24]2[cH:25][c:26]([C:41](=[O:43])[N:52]([CH2:51][CH2:50][O:49][Si:48]([C:44]([CH3:45])([CH3:46])[CH3:47])([c:54]3[cH:55][cH:56][cH:57][cH:58][cH:59]3)[c:60]3[cH:61][cH:62][cH:63][cH:64][cH:65]3)[CH3:53])[cH:27][c:28]3[c:29](=[O:40])[cH:30][c:31]([N:34]4[CH2:35][CH2:36][O:37][CH2:38][CH2:39]4)[o:32][c:33]23)[cH:17][c:18]([F:20])[cH:19]1.